From a dataset of the Open Reaction Database (ORD), a public repository of structured organic reaction records. describe an organic reaction: reactants, conditions, products, and yield The reactants are C(C)(=O)OCC (Ethyl acetate), N,N′-carbonyldiimidazole, N (ammonia), C(C)N(CCOCCC1=CC2=C(SC(=C2)C(=O)O)C=C1)CC (5-{2-[2-(diethylamino)ethoxy]ethyl}benzo[b]-thiophene-2-carboxylic acid). Run in O1CCCC1 (tetrahydrofuran). Run at time 1 hour. Yields the product C(C)N(CCOCCC1=CC2=C(SC(=C2)C(=O)N)C=C1)CC (5-{2-[2-(diethylamino)ethoxy]ethyl}benzo[b]-thiophene-2-carboxamide). As a reaction SMILES: [CH2:1]([N:3]([CH2:21][CH3:22])[CH2:4][CH2:5][O:6][CH2:7][CH2:8][C:9]1[CH:20]=[CH:19][C:12]2[S:13][C:14]([C:16](O)=[O:17])=[CH:15][C:11]=2[CH:10]=1)[CH3:2].[NH3:23].C(OCC)(=O)C>O1CCCC1>[CH2:1]([N:3]([CH2:21][CH3:22])[CH2:4][CH2:5][O:6][CH2:7][CH2:8][C:9]1[CH:20]=[CH:19][C:12]2[S:13][C:14]([C:16]([NH2:23])=[O:17])=[CH:15][C:11]=2[CH:10]=1)[CH3:2]. Procedure: In 30 mL of tetrahydrofuran is dissolved 2.18 g of 5-{2-[2-(diethylamino)ethoxy]ethyl}benzo[b]-thiophene-2-carboxylic acid, to which is added 1.98 g of N,N′-carbonyldiimidazole. The resulting mixture is stirred at ambient temperature for one hour. Then, 50 mL of 25% aqueous ammonia is added to the mixture and the resulting mixture is stirred at ambient temperature for one hour. Ethyl acetate is added to the mixture, the organic layer is separated, washed with water and saturated aqueous solution... The reactants are C(#N)C1=CC(=C(C=C1)B(O)O)C (4-Cyano-2-methylphenylboronic acid), CC1(CCC=CC1=O)C (6,6-dimethylcyclohex-2-enone), SbCl3, C(C)(=O)[O-].[Na+] (sodium acetate). Reagents/catalysts: C(C)(=O)[O-].[Pd+2].C(C)(=O)[O-] (palladium acetate). Solvent: C(C)(=O)O (acetic acid). Reaction conditions: time 3 day. The product is CC1(C(CC(CC1)C1=C(C=C(C#N)C=C1)C)=O)C ((+/−)-4-(4,4-Dimethyl-3-oxo-cyclohexyl)-3-methyl-benzonitrile). The yield is 49.7%. RXN SMILES: [C:1]([C:3]1[CH:8]=[CH:7][C:6](B(O)O)=[C:5]([CH3:12])[CH:4]=1)#[N:2].[CH3:13][C:14]1([CH3:21])[C:19](=[O:20])[CH:18]=[CH:17][CH2:16][CH2:15]1.C([O-])(=O)C.[Na+]>C([O-])(=O)C.[Pd+2].C([O-])(=O)C.C(O)(=O)C>[CH3:13][C:14]1([CH3:21])[CH2:15][CH2:16][CH:17]([C:6]2[CH:7]=[CH:8][C:3]([C:1]#[N:2])=[CH:4][C:5]=2[CH3:12])[CH2:18][C:19]1=[O:20] |f:2.3,4.5.6|. Procedure: 4-Cyano-2-methylphenylboronic acid (0.81 g, 5 mmol), 6,6-dimethylcyclohex-2-enone (Canadian Journal of Chemistry, 1981, 59, 2096-2115) (0.55 g, 5 mmol), SbCl3 (0.11 g, 0.5 mmol), sodium acetate (0.82 g, 10 mmol), and palladium acetate (0.11 g, 0.5 mmol) are added to acetic acid (30 mL) under an atmosphere of argon. The reaction mixture is stirred at room temperature for three days. The mixture is filtered and the filtrate is poured into water (150 mL). The organic phase is separated and the aque... The reactants are C[Al](C)C, CC(C)N, COC(=O)c1ccc(C=Cc2c(-c3ccccc3)noc2C)nc1, C1COCCO1, O. The product is Cc1onc(-c2ccccc2)c1C=Cc1ccc(C(=O)NC(C)C)cn1. Reaction SMILES: [CH3:1][Al:2]([CH3:3])[CH3:4].[CH3:5][CH:6]([CH3:7])[NH2:8].[CH3:9][O:10][C:11]([c:12]1[cH:13][n:14][c:15]([CH:18]=[CH:19][c:20]2[c:21](-[c:26]3[cH:27][cH:28][cH:29][cH:30][cH:31]3)[n:22][o:23][c:24]2[CH3:25])[cH:16][cH:17]1)=[O:32].[O:34]1[CH2:35][CH2:36][O:37][CH2:38][CH2:39]1.[OH2:33]>>[CH3:5][CH:6]([CH3:7])[NH:8][C:11](=[O:10])[c:12]1[cH:13][n:14][c:15]([CH:18]=[CH:19][c:20]2[c:21](-[c:26]3[cH:27][cH:28][cH:29][cH:30][cH:31]3)[n:22][o:23][c:24]2[CH3:25])[cH:16][cH:17]1. Starting materials: C(CCCCC(=O)O)(=O)O (adipic acid), C(CCCCC(=O)O)(=O)O (adipic acid), monoamido adipic acid, C(CCCCCCCC)N(C(CCCCC(=O)N)=O)CCCCCCCCC (N,N1 -dinonyl adipamide), [OH-].[Na+] (sodium hydroxide), C(CCCCC(=O)O)(=O)O (adipic acid), C(CCCCCCCC)N (nonylamine). The solvent is O (water), O (water). Run at temperature 160 celsius, time 3 hour. Product: C(CCCCCCCC)NC(CCCCC(=O)NCCCCCCCCC)=O (N,N'-dinonyl adipamide). As a reaction SMILES: C(O)(=O)CCCCC(O)=O.[CH2:11]([NH2:20])[CH2:12][CH2:13][CH2:14][CH2:15][CH2:16][CH2:17][CH2:18][CH3:19].[CH2:21]([N:30](CCCCCCCCC)[C:31](=[O:39])[CH2:32][CH2:33][CH2:34][CH2:35][C:36](N)=[O:37])[CH2:22][CH2:23][CH2:24][CH2:25][CH2:26][CH2:27][CH2:28][CH3:29].[OH-].[Na+]>O>[CH2:11]([NH:20][C:36](=[O:37])[CH2:35][CH2:34][CH2:33][CH2:32][C:31]([NH:30][CH2:21][CH2:22][CH2:23][CH2:24][CH2:25][CH2:26][CH2:27][CH2:28][CH3:29])=[O:39])[CH2:12][CH2:13][CH2:14][CH2:15][CH2:16][CH2:17][CH2:18][CH3:19] |f:3.4|. Procedure details: Into a 1 L flask equipped as described as above in Example 1 were added 350.9 grams (2.4 moles) of adipic acid. This acid was heated to 160° C. with agitation until melted. After all of the adipic acid was melted, there were added 28.6 g (0.2 mole) of nonylamine over a period of about 15 minutes. The reaction mixture was held at 170° C. with agitation for an additional 3 hours under nitrogen. The reaction mixture was then gradually poured into 2 L of hot (70° C.) water, with agitation to dissolv... Reactants: Cl.C1(CCCCC1)C1NCCC2=CC=CC=C12 (1-cyclohexyl-1,2,3,4-tetrahydroisoquinoline hydrochloride), C(C=C)(=O)Cl (acryloyl chloride), O (Water). The solvent is C(Cl)Cl (methylene chloride), C(C)N(CC)CC (triethylamine). Reaction SMILES: Cl.[CH:2]1([CH:8]2[C:17]3[C:12](=[CH:13][CH:14]=[CH:15][CH:16]=3)[CH2:11][CH2:10][NH:9]2)[CH2:7][CH2:6][CH2:5][CH2:4][CH2:3]1.O.[C:19](Cl)(=[O:22])[CH:20]=[CH2:21]>C(Cl)Cl.C(N(CC)CC)C>[C:19]([C:8]1([CH:2]2[CH2:3][CH2:4][CH2:5][CH2:6][CH2:7]2)[C:17]2[C:12](=[CH:13][CH:14]=[CH:15][CH:16]=2)[CH2:11][CH2:10][NH:9]1)(=[O:22])[CH:20]=[CH2:21] |f:0.1|. Yields the product C(C=C)(=O)C1(NCCC2=CC=CC=C12)C1CCCCC1 (acryloyl-1-cyclohexyl-1,2,3,4-tetrahydroisoquinoline). Reported procedure: 1-cyclohexyl-1,2,3,4-tetrahydroisoquinoline hydrochloride (800 mg) was dissolved in methylene chloride (12 mL), to which triethylamine (1.1 mL) and acryloyl chloride (0.28 mL) were then added under ice-cooling, followed by stirring under ice-cooling for 30 minutes and then stirring at room temperature for 14 hours. Water was added to the reaction liquid which was then extracted with chloroform. The extract was washed with saturated brine and dried over magnesium sulfate. The solvent was evaporat... Procedure details: Substantially the same procedure as in Example 2 was repeated using 1.80 g (3.45 mmol) of Compound 11 obtained in Example 10 and 1.0 ml of conc. aqueous ammonia. The resulting crude crystals were recrystallized from acetonitrile to give 200 mg (yield 11%) of Compound 12 as yellow needles. Reaction SMILES: [CH3:1][N:2]1[C:10]2[C:9](=[O:11])[N:8]([CH2:12][CH2:13][CH3:14])[C:7](=[O:15])[N:6]([CH2:16][CH2:17][CH3:18])[C:5]=2[N:4]=[C:3]1/[CH:19]=[CH:20]/[C:21]1[C:22]([S:33]([OH:36])(=O)=[O:34])=[C:23]([O:31][CH3:32])[C:24]([O:29][CH3:30])=[C:25]([O:27][CH3:28])[CH:26]=1.[NH3:37]>>[CH3:1][N:2]1[C:10]2[C:9](=[O:11])[N:8]([CH2:12][CH2:13][CH3:14])[C:7](=[O:15])[N:6]([CH2:16][CH2:17][CH3:18])[C:5]=2[N:4]=[C:3]1/[CH:19]=[CH:20]/[C:21]1[C:22]([S:33]([NH2:37])(=[O:36])=[O:34])=[C:23]([O:31][CH3:32])[C:24]([O:29][CH3:30])=[C:25]([O:27][CH3:28])[CH:26]=1. Yields the product CN1C(=NC=2N(C(N(C(C12)=O)CCC)=O)CCC)\C=C\C=1C(=C(C(=C(C1)OC)OC)OC)S(=O)(=O)N ((E)-β-(7-Methyl-1,3-dipropylxanthin-8-yl)-3,4,5-trimethoxystyrene-2-sulfonamide). The reactants are CN1C(=NC=2N(C(N(C(C12)=O)CCC)=O)CCC)\C=C\C=1C(=C(C(=C(C1)OC)OC)OC)S(=O)(=O)O ((E)-β-(7-Methyl-1,3-dipropylxanthin-8-yl)-3,4,5-trimethoxystyrene-2-sulfonic acid), N (ammonia). Yield: 11.0%.